This data is from the Open Reaction Database (ORD), a public repository of structured organic reaction records. The task is: describe an organic reaction: reactants, conditions, products, and yield The reactants are COC(=O)C(Cc1ccc(N)cc1)NC(=O)OC(C)(C)C, CCN(C(C)C)C(C)C, O=C(Cl)c1c(Cl)cccc1Cl, ClCCl, O. Yields the product COC(=O)C(Cc1ccc(NC(=O)c2c(Cl)cccc2Cl)cc1)NC(=O)OC(C)(C)C. As a reaction SMILES: [CH3:1][O:2][C:3]([CH:4]([NH:5][C:6](=[O:7])[O:8][C:9]([CH3:10])([CH3:11])[CH3:12])[CH2:13][c:14]1[cH:15][cH:16][c:17]([NH2:20])[cH:18][cH:19]1)=[O:21].[CH:22]([N:23]([CH:24]([CH3:25])[CH3:26])[CH2:27][CH3:28])([CH3:29])[CH3:30].[Cl:31][c:32]1[c:33]([C:34](=[O:35])[Cl:36])[c:37]([Cl:41])[cH:38][cH:39][cH:40]1.[Cl:42][CH2:43][Cl:44].[OH2:45]>>[CH3:1][O:2][C:3]([CH:4]([NH:5][C:6](=[O:7])[O:8][C:9]([CH3:10])([CH3:11])[CH3:12])[CH2:13][c:14]1[cH:15][cH:16][c:17]([NH:20][C:34]([c:33]2[c:32]([Cl:31])[cH:40][cH:39][cH:38][c:37]2[Cl:41])=[O:35])[cH:18][cH:19]1)=[O:21]. Reactants: Cc1ccccc1, O=C=NCCCl, Nc1ccncc1. Yields the product O=C(NCCCl)Nc1ccncc1. As a reaction SMILES: [CH3:14][c:15]1[cH:16][cH:17][cH:18][cH:19][cH:20]1.[Cl:1][CH2:2][CH2:3][N:4]=[C:5]=[O:6].[NH2:7][c:8]1[cH:9][cH:10][n:11][cH:12][cH:13]1>>[Cl:1][CH2:2][CH2:3][NH:4][C:5](=[O:6])[NH:7][c:8]1[cH:9][cH:10][n:11][cH:12][cH:13]1. Conditions: time 3 hour. Procedure: To a stirred solution of ethyl 5-[2,4-bis(benzyloxy)-6-(4-nitrophenoxy)phenyl]isoxazole-3-carboxylate (5 g, 9 mmol) in ethanol (150 mL) was added 1.5 M KOH solution (9 mL, 13.5 mmol, 1.5 eq). After stirring for 3 hours at room temperature, 2 M HCl solution (7.5 mL) was added and the suspension taken up in ethyl acetate was washed with brine. After drying and removal of the solvent, the residue was rinsed with a small volume of acetone and filtered off, to give after drying, the title compound (4... Reactants: C(C1=CC=CC=C1)OC1=C(C(=CC(=C1)OCC1=CC=CC=C1)OC1=CC=C(C=C1)[N+](=O)[O-])C1=CC(=NO1)C(=O)OCC (ethyl 5-[2,4-bis(benzyloxy)-6-(4-nitrophenoxy)phenyl]isoxazole-3-carboxylate), [OH-].[K+] (KOH), Cl (HCl). The product is C(C1=CC=CC=C1)OC1=C(C(=CC(=C1)OCC1=CC=CC=C1)OC1=CC=C(C=C1)[N+](=O)[O-])C1=CC(=NO1)C(=O)O (5-[2,4-Bis(benzyloxy)-6-(4-nitrophenoxy)phenyl]isoxazole-3-carboxylic acid). Solvent: C(C)(=O)OCC (ethyl acetate), C(C)O (ethanol). RXN SMILES: [CH2:1]([O:8][C:9]1[CH:14]=[C:13]([O:15][CH2:16][C:17]2[CH:22]=[CH:21][CH:20]=[CH:19][CH:18]=2)[CH:12]=[C:11]([O:23][C:24]2[CH:29]=[CH:28][C:27]([N+:30]([O-:32])=[O:31])=[CH:26][CH:25]=2)[C:10]=1[C:33]1[O:37][N:36]=[C:35]([C:38]([O:40]CC)=[O:39])[CH:34]=1)[C:2]1[CH:7]=[CH:6][CH:5]=[CH:4][CH:3]=1.[OH-].[K+].Cl>C(O)C.C(OCC)(=O)C>[CH2:1]([O:8][C:9]1[CH:14]=[C:13]([O:15][CH2:16][C:17]2[CH:22]=[CH:21][CH:20]=[CH:19][CH:18]=2)[CH:12]=[C:11]([O:23][C:24]2[CH:29]=[CH:28][C:27]([N+:30]([O-:32])=[O:31])=[CH:26][CH:25]=2)[C:10]=1[C:33]1[O:37][N:36]=[C:35]([C:38]([OH:40])=[O:39])[CH:34]=1)[C:2]1[CH:3]=[CH:4][CH:5]=[CH:6][CH:7]=1 |f:1.2|. Isolated yield 84.6%. Starting materials: BrC1=CC=C(C=C1)C1(CC(C1)(OC)OC)C(=O)N (1-(4-bromophenyl)-3,3-dimethoxycyclobutanecarboxamide), FC(C(=O)[O-])(F)F.FC(C(=O)[O-])(F)F.C1(=CC=CC=C1)[I+2] (phenyliodine bis(trifluoroacetate)), C(C)#N (acetonitrile), [Na] (sodium), solution. Run in O (Water). Reaction conditions: time 18 hour. Product: BrC1=CC=C(C=C1)C1(CC(C1)(OC)OC)N (1-(4-bromophenyl)-3,3-dimethoxycyclobutanamine). RXN SMILES: [Br:1][C:2]1[CH:7]=[CH:6][C:5]([C:8]2(C(N)=O)[CH2:11][C:10]([O:14][CH3:15])([O:12][CH3:13])[CH2:9]2)=[CH:4][CH:3]=1.FC(F)(F)C([O-])=O.FC(F)(F)C([O-])=O.C1([I+2])C=CC=CC=1.[Na].C(#[N:43])C>O>[Br:1][C:2]1[CH:7]=[CH:6][C:5]([C:8]2([NH2:43])[CH2:11][C:10]([O:14][CH3:15])([O:12][CH3:13])[CH2:9]2)=[CH:4][CH:3]=1 |f:1.2.3,^1:39|. Reported procedure: To a solution of 1-(4-bromophenyl)-3,3-dimethoxycyclobutanecarboxamide (2.3 g, 7.32 mmol) in acetonitrile (9 ml) and Water (9.00 ml) was added phenyliodine bis(trifluoroacetate) (4.73 g, 11.00 mmol) and the resulting mixture was stirred at room temperature for 18 h. The reaction mixture was slowly poured into sodium bicarnate sat. solution (˜45 ml) and extracted with ethyl acetate (3×30 ml). The combined organic phase was washed with water, brine and concentrated to give crude product (3.4 g). T... The reactants are CCCCC1CN(Cc2ccccc2)CCN1C(=O)c1cccc(C)c1C, CO, [H][H]. Yields the product CCCCC1CNCCN1C(=O)c1cccc(C)c1C. Reaction SMILES: [CH2:1]([c:2]1[cH:3][cH:4][cH:5][cH:6][cH:7]1)[N:8]1[CH2:9][CH:10]([CH2:24][CH2:25][CH2:26][CH3:27])[N:11]([C:14]([c:15]2[c:16]([CH3:22])[c:17]([CH3:21])[cH:18][cH:19][cH:20]2)=[O:23])[CH2:12][CH2:13]1.[CH3:28][OH:29].[H:30][H:31]>>[NH:8]1[CH2:9][CH:10]([CH2:24][CH2:25][CH2:26][CH3:27])[N:11]([C:14]([c:15]2[c:16]([CH3:22])[c:17]([CH3:21])[cH:18][cH:19][cH:20]2)=[O:23])[CH2:12][CH2:13]1. The reactants are BrCC1CCCCO1, O=C([O-])[O-], COC(=O)c1cc2[nH]cnc2c(F)c1Nc1ccc(Br)cc1Cl, CN(C)C=O, CCOC(C)=O, [K+], [K+], O. Product: COC(=O)c1cc2c(ncn2CC2CCCCO2)c(F)c1Nc1ccc(Br)cc1Cl. Reaction SMILES: [Br:24][CH2:25][CH:26]1[O:27][CH2:28][CH2:29][CH2:30][CH2:31]1.[C:32](=[O:33])([O-:34])[O-:35].[CH3:1][O:2][C:3](=[O:4])[c:5]1[cH:6][c:7]2[c:8]([n:9][cH:10][nH:11]2)[c:12]([F:23])[c:13]1[NH:14][c:15]1[c:16]([Cl:22])[cH:17][c:18]([Br:21])[cH:19][cH:20]1.[CH3:38][N:39]([CH3:40])[CH:41]=[O:42].[CH3:43][CH2:44][O:45][C:46](=[O:47])[CH3:48].[K+:36].[K+:37].[OH2:49]>>[CH3:1][O:2][C:3](=[O:4])[c:5]1[cH:6][c:7]2[c:8]([n:9][cH:10][n:11]2[CH2:25][CH:26]2[O:27][CH2:28][CH2:29][CH2:30][CH2:31]2)[c:12]([F:23])[c:13]1[NH:14][c:15]1[c:16]([Cl:22])[cH:17][c:18]([Br:21])[cH:19][cH:20]1.